describe an organic reaction: reactants, conditions, products, and yield From a dataset of the Open Reaction Database (ORD), a public repository of structured organic reaction records. Starting materials: C(C)(C)(C)C1=CC=C(C=C1)S(=O)(=O)NC=1C=C(C(=O)NCC(=O)OCC2=CC=CC=C2)C=C(C1OC1=C(C=CC=C1)OC)OCCOC(NC1=NC=CC=C1)=O (benzyl {3-(4-tert-butyl-benzenesulphonylamino)-4-(2-methoxy-phenoxy)-5-[2-(pyridin-2-ylcarbamoyloxy)-ethoxy]-benzoylamino}-acetate). The reagents and catalysts are [Pd] (palladium/charcoal). Run in CO (methanol). The product is C(C)(C)(C)C1=CC=C(C=C1)S(=O)(=O)NC=1C=C(C(=O)NCC(=O)O)C=C(C1OC1=C(C=CC=C1)OC)OCCOC(NC1=NC=CC=C1)=O ({3-(4-tert-butyl-benzenesulphonylamino)-4-(2-methoxy-phenoxy)-5-[2-(pyridin-2-ylcarbamoyloxy)-ethoxy]-benzoylamino}-acetic acid). Reaction SMILES: [C:1]([C:5]1[CH:10]=[CH:9][C:8]([S:11]([NH:14][C:15]2[CH:16]=[C:17]([CH:32]=[C:33]([O:44][CH2:45][CH2:46][O:47][C:48](=[O:56])[NH:49][C:50]3[CH:55]=[CH:54][CH:53]=[CH:52][N:51]=3)[C:34]=2[O:35][C:36]2[CH:41]=[CH:40][CH:39]=[CH:38][C:37]=2[O:42][CH3:43])[C:18]([NH:20][CH2:21][C:22]([O:24]CC2C=CC=CC=2)=[O:23])=[O:19])(=[O:13])=[O:12])=[CH:7][CH:6]=1)([CH3:4])([CH3:3])[CH3:2]>CO.[Pd]>[C:1]([C:5]1[CH:6]=[CH:7][C:8]([S:11]([NH:14][C:15]2[CH:16]=[C:17]([CH:32]=[C:33]([O:44][CH2:45][CH2:46][O:47][C:48](=[O:56])[NH:49][C:50]3[CH:55]=[CH:54][CH:53]=[CH:52][N:51]=3)[C:34]=2[O:35][C:36]2[CH:41]=[CH:40][CH:39]=[CH:38][C:37]=2[O:42][CH3:43])[C:18]([NH:20][CH2:21][C:22]([OH:24])=[O:23])=[O:19])(=[O:12])=[O:13])=[CH:9][CH:10]=1)([CH3:4])([CH3:2])[CH3:3]. Reported procedure: By hydrogenating benzyl {3-(4-tert-butyl-benzenesulphonylamino)-4-(2-methoxy-phenoxy)-5-[2-(pyridin-2-ylcarbamoyloxy)-ethoxy]-benzoylamino}-acetate, described in Example 18, in methanol over palladium/charcoal at RT and under normal pressure there was obtained {3-(4-tert-butyl-benzenesulphonylamino)-4-(2-methoxy-phenoxy)-5-[2-(pyridin-2-ylcarbamoyloxy)-ethoxy]-benzoylamino}-acetic acid. Starting materials: N1=CC=C(C=C1)C (4-picoline), P(Br)(Br)Br (phosphorus tribromide), C(=O)(Cl)Cl (phosgene), N1=CC=C(C=C1)C (4-picoline), P(Cl)(Cl)Cl (phosphorus trichloride), CN(C=O)C (dimethylformamide), P(Cl)(Cl)(Cl)(Cl)Cl (phosphorus pentachloride), S(=O)(=O)(Cl)Cl (sulfuryl chloride), N1=CC=C(C=C1)C (4-picoline), P(=O)(Cl)(Cl)Cl (phosphorus oxychloride), C(=S)(Cl)Cl (thiophosgene), C(=O)(Br)Br (carbonyl dibromide), acid halide, S(=O)(Cl)Cl (thionyl chloride). RXN SMILES: [N:1]1[CH:6]=[CH:5][C:4]([CH3:7])=[CH:3][CH:2]=1.P(Cl)(Cl)(Cl)=O.[C:13](Cl)(Cl)=[O:14].S(Cl)(Cl)=O.S(Cl)(Cl)(=O)=O.P(Cl)(Cl)Cl.P(Cl)(Cl)(Cl)(Cl)Cl.P(Br)(Br)Br.C(Br)(Br)=O.C(Cl)(Cl)=S.C[N:49]([CH3:52])C=O>O>[C:2]([C:3]1[C:13](=[O:14])[NH:49][CH:52]=[C:7]([C:4]2[CH:5]=[CH:6][N:1]=[CH:2][CH:3]=2)[CH:4]=1)#[N:1]. The product is C(#N)C1=CC(=CNC1=O)C1=CC=NC=C1 (5-cyano-[3,4'-bipyridin]-6(1H)-one). Run in O (water). Procedure details: The process which comprises the steps of reacting 4-picoline below about 30° C. with at least three mole equivalents per mole of 4-picoline of an inorganic acid halide selected from phosphorus oxychloride, phosgene, thionyl chloride, sulfuryl chloride, phosphorus trichloride, phosphorus pentachloride, phosphorus tribromide, carbonyl dibromide or thiophosgene and about five to twenty volumes of dimethylformamide per volume of 4-picoline, adding the reaction mixture to cold water and adjusting the... Reactants: CO, Cl, CC(=O)Nc1cc2c(cc1[N+](=O)[O-])CCC2. Product: Nc1cc2c(cc1[N+](=O)[O-])CCC2. Reaction SMILES: [CH3:18][OH:19].[ClH:17].[NH:1]([C:2]([CH3:3])=[O:4])[c:5]1[cH:6][c:7]2[c:11]([cH:12][c:13]1[N+:14](=[O:15])[O-:16])[CH2:10][CH2:9][CH2:8]2>>[NH2:1][c:5]1[cH:6][c:7]2[c:11]([cH:12][c:13]1[N+:14](=[O:15])[O-:16])[CH2:10][CH2:9][CH2:8]2. Reactants: C#CC1=CC=C(C=C1)O (poly(p-hydroxystyrene)), O1CCCC=C1 (3,4-dihydro-2H-pyran), S(O)(O)(=O)=O (sulfuric acid). Run in C(OC)COC (dimethoxyethane). Yields the product O1C(CCCC1)C1=CC=C(C=C)C=C1.OC1=CC=C(C=C)C=C1 (p-tetrahydropyranylstyrene p-hydroxystyrene). The yield is 93.6%. As a reaction SMILES: [CH:1]#[C:2][C:3]1[CH:8]=[CH:7][C:6]([OH:9])=[CH:5][CH:4]=1.[O:10]1[CH:15]=[CH:14][CH2:13][CH2:12][CH2:11]1.S(=O)(=O)(O)O>C(COC)OC>[O:10]1[CH2:11][CH2:12][CH2:13][CH2:14][CH:15]1[C:6]1[CH:7]=[CH:8][C:3]([CH:2]=[CH2:1])=[CH:4][CH:5]=1.[OH:9][C:6]1[CH:7]=[CH:8][C:3]([CH:2]=[CH2:1])=[CH:4][CH:5]=1 |f:4.5|. Reported procedure: To a solution of poly(p-hydroxystyrene) (9.0 g) [MARUKA LYNCUR-M, manufactured by Maruzen Petrochemical Co., Ltd., Mw 10000 and Mn 5000] in dimethoxyethane (100 ml), 3,4-dihydro-2H-pyran (12.6 g) and conc. sulfuric acid (0.5 ml) were added, followed by reaction at 30°-40° C. for 15 hours with stirring. After reaction, the mixture was evaporated in vacuo, the residue was neutralized by addition of sodium carbonate and poured into H2O (1 liter). The precipitate was filtered by suction, washed with... The reactants are CC(O)C1OC(C)(O)C(C)(O)C(C)(O)C1(C)O, CCO, [K+], [K+], [K+], O=P([O-])([O-])[O-]. The product is CC1(O)OC(CO)C(C)(O)C(C)(O)C1(C)O. As a reaction SMILES: [CH3:1][C:2]1([OH:3])[C:4]([OH:5])([CH3:17])[C:6]([OH:7])([CH3:16])[C:8]([OH:9])([CH3:15])[CH:10]([CH:12]([OH:13])[CH3:14])[O:11]1.[CH3:26][CH2:27][OH:28].[K+:23].[K+:24].[K+:25].[P:18]([O-:19])([O-:20])([O-:21])=[O:22]>>[CH3:1][C:2]1([OH:3])[C:4]([OH:5])([CH3:17])[C:6]([OH:7])([CH3:16])[C:8]([OH:9])([CH3:15])[CH:10]([CH2:12][OH:13])[O:11]1. Reactants: ClC(C)Cl (dichloroethane), FC=1C=C(C(=O)Cl)C=CC1 (3-fluorobenzoyl chloride), O1OOCCC1 (trioxane). The reagents and catalysts are [Cl-].[Cl-].[Cl-].[Cl-].[Zr+4] (zirconium tetrachloride). The solvent is O (Water). Conditions: time 20 minute. Yields the product FC=1C=C(C(=O)OCCl)C=CC1 (chloromethyl 3-fluorobenzoate). RXN SMILES: Cl[CH:2]([Cl:4])C.[F:5][C:6]1[CH:7]=[C:8]([CH:12]=[CH:13][CH:14]=1)[C:9](Cl)=[O:10].[O:15]1CCCOO1>[Cl-].[Cl-].[Cl-].[Cl-].[Zr+4].O>[F:5][C:6]1[CH:7]=[C:8]([CH:12]=[CH:13][CH:14]=1)[C:9]([O:15][CH2:2][Cl:4])=[O:10] |f:3.4.5.6.7|. Reported procedure: To 10 ml of dichloroethane were added 1.32 g of zirconium tetrachloride and 1 g of 3-fluorobenzoyl chloride, and the mixture was stirred at room temperature for 20 minutes. The mixture was cooled to 0° C., 0.21 g of trioxane was added, and the mixture was stirred for 1 hour, and further stirred at room temperature for 1 hour. Water was added slowly at 0° C., the resultant solution was extracted with chloroform three times, and the organic layers were combined, washed with an aqueous saturated so...